From a dataset of the Open Reaction Database (ORD), a public repository of structured organic reaction records. describe an organic reaction: reactants, conditions, products, and yield The reactants are C(C(C)C)(=O)O[C@H]1[C@@H](OC([C@H](COC([C@@H]1CCOS(=O)(=O)C)=O)NC(=O)OC(C)(C)C)=O)C ((3S,6S,7R,8R)-3-(tert-butoxycarbonylamino)-6-methyl-8-(2(methylsulfonyloxy)ethyl)-4,9-dioxo-1,5-dioxonan-7-yl isobutyrate), [Na+].[I-] (NaI), C(=O)(O)[O-].[Na+] (NaHCO3), CCOC(=O)C (EtOAc). Run in CN(C)C=O (DMF). Run at temperature 80 celsius, time 48 hour. Yields the product C(C(C)C)(=O)O[C@H]1[C@@H](OC([C@H](COC([C@@H]1CCOC=O)=O)NC(=O)OC(C)(C)C)=O)C ((3S,6S,7R,8R)-3-(tert-butoxycarbonylamino)-8-(2-(formyloxy)ethyl)-6-methyl-4,9-dioxo-1,5-dioxonan-7-yl isobutyrate). As a reaction SMILES: [C:1]([O:6][C@@H:7]1[C@@H:15]([CH2:16][CH2:17][O:18]S(C)(=O)=O)[C:14](=[O:23])[O:13][CH2:12][C@H:11]([NH:24][C:25]([O:27][C:28]([CH3:31])([CH3:30])[CH3:29])=[O:26])[C:10](=[O:32])[O:9][C@H:8]1[CH3:33])(=[O:5])[CH:2]([CH3:4])[CH3:3].[Na+].[I-].[C:36]([O-])(O)=[O:37].[Na+].CCOC(C)=O>CN(C=O)C>[C:1]([O:6][C@@H:7]1[C@@H:15]([CH2:16][CH2:17][O:18][CH:36]=[O:37])[C:14](=[O:23])[O:13][CH2:12][C@H:11]([NH:24][C:25]([O:27][C:28]([CH3:31])([CH3:30])[CH3:29])=[O:26])[C:10](=[O:32])[O:9][C@H:8]1[CH3:33])(=[O:5])[CH:2]([CH3:4])[CH3:3] |f:1.2,3.4|. Procedure details: To a solution (3S,6S,7R,8R)-3-(tert-butoxycarbonylamino)-6-methyl-8-(2(methylsulfonyloxy)ethyl)-4,9-dioxo-1,5-dioxonan-7-yl isobutyrate (510 mg, 1.03 mmol) in DMF (3 mL) at room temperature (about 22° C.) was added NaI (1 g, 6.7 mmol). The resulting reaction mixture was heated to 80° C. and stirred for 48 h. After cooling to room temperature, saturated NaHCO3 solution (30 mL) and EtOAc (25 mL) were added. The phases were separated and the aqueous phase was extracted with EtOAc (2×25 mL). The com... Reactants: [Si](C)(C)(C(C)(C)C)O[C@@H](C)[C@]1(C(C(=C[C@@H]1NC(OCC1=CC=CC=C1)=O)CO)=O)NC(=O)N(C)C (Benzyl ((1S,5R)-5-((S)-1-((tert-butyldimethylsilyl)oxy)ethyl)-5-(3,3-dimethylureido)-3-(hydroxymethyl)-4-oxocyclopent-2-en-1-yl)carbamate), CO.C(Cl)Cl (MeOH CH2Cl2), OO (H2O2), [OH-].[Na+] (NaOH). Solvent: CCOCC (Et2O). Reaction conditions: temperature 0 celsius, time 2 hour. Product: [Si](C)(C)(C(C)(C)C)O[C@@H](C)[C@@]1([C@H]([C@H]2O[C@]2(C1=O)CO)NC(OCC1=CC=CC=C1)=O)NC(=O)N(C)C (Benzyl ((1R,2R,3R,5R)-3-((S)-1-((tert-butyldimethylsilyl)oxy)ethyl)-3-(3,3-dimethylureido)-5-(hydroxymethyl)-4-oxo-6-oxabicyclo[3.1.0]hexan-2-yl)carbamate). As a reaction SMILES: [Si:1]([O:8][C@H:9]([C@:11]1([NH:30][C:31]([N:33]([CH3:35])[CH3:34])=[O:32])[C@@H:15]([NH:16][C:17](=[O:26])[O:18][CH2:19][C:20]2[CH:25]=[CH:24][CH:23]=[CH:22][CH:21]=2)[CH:14]=[C:13]([CH2:27][OH:28])[C:12]1=[O:29])[CH3:10])([C:4]([CH3:7])([CH3:6])[CH3:5])([CH3:3])[CH3:2].C[OH:37].C(Cl)Cl.OO.[OH-].[Na+]>CCOCC>[Si:1]([O:8][C@H:9]([C@@:11]1([NH:30][C:31]([N:33]([CH3:35])[CH3:34])=[O:32])[C:12](=[O:29])[C@@:13]2([CH2:27][OH:28])[C@H:14]([O:37]2)[C@@H:15]1[NH:16][C:17](=[O:26])[O:18][CH2:19][C:20]1[CH:21]=[CH:22][CH:23]=[CH:24][CH:25]=1)[CH3:10])([C:4]([CH3:6])([CH3:5])[CH3:7])([CH3:3])[CH3:2] |f:1.2,4.5|. Procedure details: A 200-mL round-bottomed flask was charged with enone 10 (1.1 g, 2.2 mmol, 1.0 equiv) and MeOH:CH2Cl2 (7:1, 32 mL). The resulting solution was cooled to 0° C., and a cooled solution of H2O2 (30% aq., 20 mL) and NaOH (20% aq., 5 mL) was added dropwise. The reaction was stirred at 0° C. for 2 h, and diluted with Et2O (30 mL). The layers were separated and the aqueous layer was extracted with Et2O (3×15 mL). The combined organics were washed with H2O (3×30 mL), brine (20 mL), dried with magnesium su... Reactants: C(C(C)C)C(=O)CC(C)C (diisobutyl ketone), C1(=CC=CC=C1)O (phenol), ClC1=CC=CC=2C(C3=CC=CC(=C3C(C12)=O)Cl)=O (1,8-dichloroanthraquinone). Run at temperature 35 celsius, time 1.5 hour. The product is O(C1=CC=CC=C1)C1=CC=CC=2C(C3=CC=CC(=C3C(C12)=O)OC1=CC=CC=C1)=O (1,8-diphenoxyanthraquinone). Reaction SMILES: [CH2:1]([C:5]([CH2:7][CH:8]([CH3:10])C)=[O:6])[CH:2](C)C.[C:11]1([OH:17])[CH:16]=[CH:15][CH:14]=[CH:13][CH:12]=1.Cl[C:19]1[C:32]2[C:31](=[O:33])[C:30]3[C:25](=[CH:26][CH:27]=[CH:28][C:29]=3Cl)[C:24](=[O:35])[C:23]=2[CH:22]=[CH:21][CH:20]=1>>[O:17]([C:19]1[C:32]2[C:31](=[O:33])[C:30]3[C:25](=[CH:26][CH:27]=[CH:28][C:29]=3[O:6][C:5]3[CH:1]=[CH:2][CH:10]=[CH:8][CH:7]=3)[C:24](=[O:35])[C:23]=2[CH:22]=[CH:21][CH:20]=1)[C:11]1[CH:16]=[CH:15][CH:14]=[CH:13][CH:12]=1. Reported procedure: A stirred pressure reactor is charged with 183 ml of diisobutyl ketone. With stirring, 86.3 g of phenol (90%) are added. Then 103.8 g of 1,8-dichloroanthraquinone are added over 5 minutes and the reaction mixture is heated to boiling point. Distillation of water commences at 155° C. After 1.5 hours at this temperature, the reaction mixture is cooled to 35° C. and then 67 g of potassium carbonate are added. The batch is then heated to 160° C. over 90 minutes and allowed to react at this temperatu... Reactants: C(#N)C=1C(=O)N(C(C1OC)=O)C (2-cyano-3-methoxy-N-methylmaleimide), N (ammonia), ice. The solvent is methylglycol. Reaction conditions: time 3 hour. The product is 90, NC1=C(C(=O)N(C1=O)C)C#N (3-amino-2-cyano-N-methylmaleimide). The yield is 83.0%. RXN SMILES: [C:1]([C:3]1[C:4]([N:6]([CH3:12])[C:7](=[O:11])[C:8]=1OC)=[O:5])#[N:2].[NH3:13]>>[NH2:13][C:8]1[C:7](=[O:11])[N:6]([CH3:12])[C:4](=[O:5])[C:3]=1[C:1]#[N:2]. Procedure: 120 parts of 2-cyano-3-methoxy-N-methylmaleimide are dissolved in 600 parts of methylglycol and 13.5 parts of ammonia are then passed into the ice-cooled solution. Stirring is then continued for 3 hours at room temperature, and the resulting precipitate is filtered off under suction, washed with methanol and then with water, and dried to give 90 parts (83% of theory) of 3-amino-2-cyano-N-methylmaleimide. Starting materials: Clc1ccccc1CCBr, COc1ccc(OC)c(Sc2nc3c(N)ncnc3[nH]2)c1. Product: COc1ccc(OC)c(Sc2nc3c(N)ncnc3n2CCc2ccccc2Cl)c1. RXN SMILES: [Br:22][CH2:23][CH2:24][c:25]1[c:26]([Cl:31])[cH:27][cH:28][cH:29][cH:30]1.[CH3:1][O:2][c:3]1[c:4]([S:11][c:12]2[nH:13][c:14]3[n:15][cH:16][n:17][c:18]([NH2:21])[c:19]3[n:20]2)[cH:5][c:6]([O:9][CH3:10])[cH:7][cH:8]1>>[CH3:1][O:2][c:3]1[c:4]([S:11][c:12]2[n:13]([CH2:23][CH2:24][c:25]3[c:26]([Cl:31])[cH:27][cH:28][cH:29][cH:30]3)[c:14]3[n:15][cH:16][n:17][c:18]([NH2:21])[c:19]3[n:20]2)[cH:5][c:6]([O:9][CH3:10])[cH:7][cH:8]1.